describe an organic reaction: reactants, conditions, products, and yield From a dataset of the Open Reaction Database (ORD), a public repository of structured organic reaction records. Run at temperature 0 celsius. Reported procedure: 4.24 g (25.4 mmol) of 2-(chloromethyl)imidazo[1,2-a]pyridine were dissolved in 150 ml of tetrahydrofurane with magnetic stirring and then 4.2 g (28 mmol) of sodium iodide were added. The mixture was stirred at r.t. for 3 h. In another flask, 9.84 ml (101.8 mmol) of ethyl 2-hydroxyacetate were solubilized in 100 ml of tetrahydrofurane with magnetic stirring, and then the mixture was cooled to 0° C. and 4.072 g (101.8 mmol) of sodium hydride were added portionwise. The mixture was stirred 15 min a... Product: N=1C(=CN2C1C=CC=C2)COCC(=O)O (2-(imidazo[1,2-a]pyridin-2-ylmethoxy)acetic acid). Reaction SMILES: Cl[CH2:2][C:3]1[N:4]=[C:5]2[CH:10]=[CH:9][CH:8]=[CH:7][N:6]2[CH:11]=1.[I-].[Na+].[OH:14][CH2:15][C:16]([O:18]CC)=[O:17].[H-].[Na+].ICC1N=C2C=CC=CN2C=1>O1CCCC1>[N:4]1[C:3]([CH2:2][O:14][CH2:15][C:16]([OH:18])=[O:17])=[CH:11][N:6]2[CH:7]=[CH:8][CH:9]=[CH:10][C:5]=12 |f:1.2,4.5|. Yield: 69.1%. Solvent: O1CCCC1 (tetrahydrofurane), O1CCCC1 (tetrahydrofurane), O1CCCC1 (tetrahydrofurane). Reactants: OCC(=O)OCC (ethyl 2-hydroxyacetate), [H-].[Na+] (sodium hydride), ClCC=1N=C2N(C=CC=C2)C1 (2-(chloromethyl)imidazo[1,2-a]pyridine), [I-].[Na+] (sodium iodide), ICC=1N=C2N(C=CC=C2)C1 (2-(iodomethyl)imidazo[1,2-a]pyridine). Procedure details: The title compound was prepared from (S)-6-(4-fluorophenyl)-6-(2-hydroxy-2-methylpropyl)-3-((S)-1-(4-(4,4,5,5-tetramethyl-1,3,2-dioxaborolan-2-yl)phenyl)ethyl)-1,3-oxazinan-2-one and 5-chloropyrazine-2-carbonitrile following a procedure analogous to that described in Example 14. LC-MS Method 1 tR=1.64 min, m/z=497 (M+Na); 1H NMR (CDCl3) 8.98 (d, 2H), 7.89 (d, 2H), 7.27 (m, 1H), 7.17 (m, 2H), 7.04 (m, 3H), 5.72 (q, 1H), 4.40 (br s, 1H), 2.98 (m, 1H), 1.59 (d, 3H), 1.13 (d, 6H). Starting materials: FC1=CC=C(C=C1)[C@]1(CCN(C(O1)=O)[C@@H](C)C1=CC=C(C=C1)B1OC(C(O1)(C)C)(C)C)CC(C)(C)O ((S)-6-(4-fluorophenyl)-6-(2-hydroxy-2-methylpropyl)-3-((S)-1-(4-(4,4,5,5-tetramethyl-1,3,2-dioxaborolan-2-yl)phenyl)ethyl)-1,3-oxazinan-2-one), ClC=1N=CC(=NC1)C#N (5-chloropyrazine-2-carbonitrile). Yields the product FC1=CC=C(C=C1)[C@]1(CCN(C(O1)=O)[C@@H](C)C1=CC=C(C=C1)C=1N=CC(=NC1)C#N)CC(C)(C)O (5-(4-((S)-1-((S)-6-(4-fluorophenyl)-6-(2-hydroxy-2-methylpropyl)-2-oxo-1,3-oxazinan-3-yl)ethyl)phenyl)pyrazine-2-carbonitrile). As a reaction SMILES: [F:1][C:2]1[CH:7]=[CH:6][C:5]([C@:8]2([CH2:32][C:33]([OH:36])([CH3:35])[CH3:34])[O:13][C:12](=[O:14])[N:11]([C@H:15]([C:17]3[CH:22]=[CH:21][C:20](B4OC(C)(C)C(C)(C)O4)=[CH:19][CH:18]=3)[CH3:16])[CH2:10][CH2:9]2)=[CH:4][CH:3]=1.Cl[C:38]1[N:39]=[CH:40][C:41]([C:44]#[N:45])=[N:42][CH:43]=1>>[F:1][C:2]1[CH:3]=[CH:4][C:5]([C@:8]2([CH2:32][C:33]([OH:36])([CH3:34])[CH3:35])[O:13][C:12](=[O:14])[N:11]([C@H:15]([C:17]3[CH:18]=[CH:19][C:20]([C:38]4[N:39]=[CH:40][C:41]([C:44]#[N:45])=[N:42][CH:43]=4)=[CH:21][CH:22]=3)[CH3:16])[CH2:10][CH2:9]2)=[CH:6][CH:7]=1.